Dataset: the Open Reaction Database (ORD), a public repository of structured organic reaction records. Task: describe an organic reaction: reactants, conditions, products, and yield The reactants are CN(C)C=CC(C1=CC=C(C=C1)C(=O)OCC)=O (1-(N,N-dimethylamino)-2-(4-ethoxycarbonylbenzoyl)ethylene), Cl.C(CCCCC)OC1=CC=C(C(=N)N)C=C1 (4-n-hexyloxybenzamidine hydrochloride), C[O-].[Na+] (sodium methoxide). Run in CO (methanol), CO (methanol). Yields the product C(CCCCC)OC1=CC=C(C=C1)C1=NC(=CC=N1)C1=CC=C(C(=O)OC)C=C1 (Methyl 4-[2-(4-n-hexyloxyphenyl)pyrimidin-6-yl]benzoate). Yield: 52.1%. RXN SMILES: CN([CH:4]=[CH:5][C:6](=O)[C:7]1[CH:12]=[CH:11][C:10]([C:13]([O:15][CH2:16]C)=[O:14])=[CH:9][CH:8]=1)C.Cl.[CH2:20]([O:26][C:27]1[CH:35]=[CH:34][C:30]([C:31]([NH2:33])=[NH:32])=[CH:29][CH:28]=1)[CH2:21][CH2:22][CH2:23][CH2:24][CH3:25].C[O-].[Na+]>CO>[CH2:20]([O:26][C:27]1[CH:28]=[CH:29][C:30]([C:31]2[N:33]=[CH:4][CH:5]=[C:6]([C:7]3[CH:12]=[CH:11][C:10]([C:13]([O:15][CH3:16])=[O:14])=[CH:9][CH:8]=3)[N:32]=2)=[CH:34][CH:35]=1)[CH2:21][CH2:22][CH2:23][CH2:24][CH3:25] |f:1.2,3.4|. Reported procedure: To a suspension of 1-(N,N-dimethylamino)-2-(4-ethoxycarbonylbenzoyl)ethylene (0.742 g) and 4-n-hexyloxybenzamidine hydrochloride (0.847 g) in methanol (10 ml) was added 28% sodium methoxide in methanol (0.64 ml). The suspension was refluxed for 6 hours, and partitioned with ethyl acetate and water. The organic layer was washed with water and brine, dried over magnesium sulfate and evaporated under reduced pressure. The residue was triturated with acetonitrile, collected by filtration and dried u... Starting materials: C(C)(C)(C)OC(=O)N1CC(N(CC1)CC1=C(C=CC(=C1)OS(=O)(=O)C)Cl)=O (4-[2-chloro-5-(methanesulfonyloxy)-benzyl]-3-oxo-piperazine-1-carboxylic acid tert-butyl ester), CC(C)([O-])C.[K+] (potassium t-butoxide). Run in C(C)O (ethanol), O (H2O). The product is C(C)(C)(C)OC(=O)N1CC(N(CC1)CC1=C(C=CC(=C1)O)Cl)=O (4-[2-chloro-5-(hydroxy)-benzyl]-3-oxo-piperazine-1-carboxylic acid tert-butyl ester). As a reaction SMILES: [C:1]([O:5][C:6]([N:8]1[CH2:13][CH2:12][N:11]([CH2:14][C:15]2[CH:20]=[C:19]([O:21]S(C)(=O)=O)[CH:18]=[CH:17][C:16]=2[Cl:26])[C:10](=[O:27])[CH2:9]1)=[O:7])([CH3:4])([CH3:3])[CH3:2].CC(C)([O-])C.[K+]>C(O)C.O>[C:1]([O:5][C:6]([N:8]1[CH2:13][CH2:12][N:11]([CH2:14][C:15]2[CH:20]=[C:19]([OH:21])[CH:18]=[CH:17][C:16]=2[Cl:26])[C:10](=[O:27])[CH2:9]1)=[O:7])([CH3:4])([CH3:2])[CH3:3] |f:1.2|. Procedure: A solution of product from step C (3.88 g, 9.65 mmol) and potassium t-butoxide (2.16 g, 19.3 mmol) in ethanol (100 mL) and H2O (5 ml) was heated at reflux for 3 hours. The reaction was concentrated in vacuo and the residue was partitioned between EtOAc and sat. NH4Cl. The organic layer was washed with H2O and brine, dried over magnesium sulfate, and concentrated in vacuo to give title product which was sufficiently pure for use in the next step. Reactants: BrC1=CC(=CC=2N=CNC21)C(F)(F)F (4-bromo-6-trifluoromethylbenzimidazole), C([O-])([O-])=O.[K+].[K+] (potassium carbonate), C1(=CC=CC=C1)C#CC(=O)OCC (ethyl phenylpropiolate). Solvent: CN(C)C=O (DMF). Conditions: temperature 100 celsius. Yields the product BrC1=CC(=CC=2N(C=NC21)C(=CC(=O)OCC)C2=CC=CC=C2)C(F)(F)F (Ethyl 3-[4-bromo-6-(trifluoromethyl)-1H-benzimidazol-1-yl]-3-phenyl-2-propenoate). Reaction SMILES: [Br:1][C:2]1[C:10]2[NH:9][CH:8]=[N:7][C:6]=2[CH:5]=[C:4]([C:11]([F:14])([F:13])[F:12])[CH:3]=1.C(=O)([O-])[O-].[K+].[K+].[C:21]1([C:27]#[C:28][C:29]([O:31][CH2:32][CH3:33])=[O:30])[CH:26]=[CH:25][CH:24]=[CH:23][CH:22]=1>CN(C=O)C>[Br:1][C:2]1[C:10]2[N:9]=[CH:8][N:7]([C:27]([C:21]3[CH:22]=[CH:23][CH:24]=[CH:25][CH:26]=3)=[CH:28][C:29]([O:31][CH2:32][CH3:33])=[O:30])[C:6]=2[CH:5]=[C:4]([C:11]([F:14])([F:13])[F:12])[CH:3]=1 |f:1.2.3|. Procedure: To a solution of 4-bromo-6-trifluoromethylbenzimidazole (1.00 g, 3.77 mmol) in DMF (10 mL) was added potassium carbonate (520 mg, 3.77 mmol) and ethyl phenylpropiolate (690 μL, 4.15 mmol). The suspension was then warmed to 100° C. for 4 hours, cooled to room temperature, and was evaporated in vacuo. The residue was purified by flash column chromatography on silica gel, eluting with a mixture of dichloromethane and methanol (99:1), to afford the title compound as a mixture of geometric isomers (c...